Dataset: the Open Reaction Database (ORD), a public repository of structured organic reaction records. Task: describe an organic reaction: reactants, conditions, products, and yield Reactants: CC1=CC=C(C=C1)O (4-methylphenol), C1(OCCO1)=O (ethylene carbonate), C(=O)=O (CO2). Reagents/catalysts: [F-].[K+] (KF). The product is OCCOCC1=CC=CC=C1 (4-(2-hydroxyethoxy)methylbenzene). Isolated yield 93.4%. RXN SMILES: [CH3:1][C:2]1[CH:7]=[CH:6][C:5](O)=[CH:4][CH:3]=1.C1(=O)[O:13][CH2:12][CH2:11][O:10]1.C(=O)=O>[F-].[K+]>[OH:10][CH2:11][CH2:12][O:13][CH2:1][C:2]1[CH:7]=[CH:6][CH:5]=[CH:4][CH:3]=1 |f:3.4|. Procedure: The reaction apparatus used in Example 1 was charged with 4-methylphenol (54 grams), ethylene carbonate (45 grams) and a small amount of KF (0.5 grams, 0.5 percent). After thorough mixing the flask was immersed in an oil bath and the temperature adjusted to 160° C.±2°. After a reaction time of 1.1 hours, CO2 evolution ceased and the product, 4-(2-hydroxyethoxy)methylbenzene (71 grams, 94 percent yield) was recovered and purified by recrystallization from acetone. Starting materials: CCOC(=O)Cn1ccnc(NCCCN(CC2CC2)C(=O)OC(C)(C)C)c1=O, CO, Cl, [Li+], [OH-], O, O. RXN SMILES: [CH2:1]([CH3:2])[O:3][C:4]([CH2:5][n:6]1[c:7](=[O:28])[c:8]([NH:12][CH2:13][CH2:14][CH2:15][N:16]([CH2:17][CH:18]2[CH2:19][CH2:20]2)[C:21](=[O:22])[O:23][C:24]([CH3:25])([CH3:26])[CH3:27])[n:9][cH:10][cH:11]1)=[O:29].[CH3:35][OH:36].[ClH:33].[Li+:32].[OH-:31].[OH2:30].[OH2:34]>>[O:3]=[C:4]([CH2:5][n:6]1[c:7](=[O:28])[c:8]([NH:12][CH2:13][CH2:14][CH2:15][N:16]([CH2:17][CH:18]2[CH2:19][CH2:20]2)[C:21](=[O:22])[O:23][C:24]([CH3:25])([CH3:26])[CH3:27])[n:9][cH:10][cH:11]1)[OH:29]. Product: CC(C)(C)OC(=O)N(CCCNc1nccn(CC(=O)O)c1=O)CC1CC1. Starting materials: product, Cl.NCC(=O)N (2-aminoacetamide hydrochloride), C1(CC12CCCCC2)C(=O)O (Spiro[2.5]octane-1-carboxylic acid), NC[C@H](C)O ((S)-1-amino-2-propanol). Product: O[C@H](CNC(=O)[C@H]1CC12CCCCC2)C ((1S)—N-[(2S)-2-hydroxypropyl]spiro[2.5]octane-1-carboxamide). RXN SMILES: [CH:1]1([C:9]([OH:11])=O)[C:3]2([CH2:8][CH2:7][CH2:6][CH2:5][CH2:4]2)[CH2:2]1.[NH2:12][CH2:13][C@@H:14]([OH:16])[CH3:15].Cl.NCC(N)=O>>[OH:16][C@@H:14]([CH3:15])[CH2:13][NH:12][C:9]([C@@H:1]1[C:3]2([CH2:4][CH2:5][CH2:6][CH2:7][CH2:8]2)[CH2:2]1)=[O:11] |f:2.3|. Procedure details: The title compound was prepared as described in Example 3 substituting the product from Example 6 for the product from Example 1B and substituting (S)-1-amino-2-propanol, purchased from Aldrich, for 2-aminoacetamide hydrochloride. 1H NMR (400 MHz, CD3OD) δ 3.80 (m, 1H), 3.16 (m, 2H), 1.20-1.70 (m, 11H), 1.13 (d, 3H), 1.02 (dd, 1H), 0.69 (dd, 1H); MS (CI) m/z 212 (M+H)+. Reactants: FC(C(=O)OCC)(F)F (ethyl trifluoroacetate), ClC=1C=CC(=NC1)NC(C(C)(C)C)=O (N-(5-chloro-2-pyridinyl)-2,2-dimethylpropanamide), CN(C)CCN(C)C (TMEDA), C(CCC)[Li] (n-butyl lithium), Cl (hydrochloric acid). Solvent: C(C)(=O)OCC (ethyl acetate), COC(C)(C)C (t-butyl methyl ether), O (water). Conditions: temperature -20 celsius. Product: NC1=NC=C(C=C1C(C(F)(F)F)=O)Cl (1-(2-amino-5-chloropyridin-3-yl)-2,2,2-trifluoroethanone). Reaction SMILES: [Cl:1][C:2]1[CH:3]=[CH:4][C:5]([NH:8]C(=O)C(C)(C)C)=[N:6][CH:7]=1.CN(CCN(C)C)C.C([Li])CCC.[F:28][C:29]([F:36])([F:35])[C:30](OCC)=[O:31].Cl>COC(C)(C)C.C(OCC)(=O)C.O>[NH2:8][C:5]1[C:4]([C:30](=[O:31])[C:29]([F:36])([F:35])[F:28])=[CH:3][C:2]([Cl:1])=[CH:7][N:6]=1. Procedure: N-(5-chloro-2-pyridinyl)-2,2-dimethylpropanamide (20.0 g, 94.0 mmol) and TMEDA (12.0 g, 103 mmol) were dissolved in t-butyl methyl ether (150 mL), and while stirring the reaction solution at −20° C., n-butyl lithium (2.66 M hexane solution, 88.3 mL) was added dropwise thereto. After stirring the reaction solution at 0° C. for 2 hours, the solution was cooled to −78° C. and ethyl trifluoroacetate (16.8 mL, 140 mmol) was added thereto. The temperature of the reaction solution was raised to 0° C. a... Reactants: C1(=CC=C(C=C1)S(=O)(=O)Cl)C (p-Toluenesulfonyl chloride), C(C(C)C)(=O)NC=1NC(C=2N=CN([C@H]3[C@H](OC)[C@H](O)[C@@H](CO)O3)C2N1)=O (N2-Isobutyryl-2′-O-methylguanosine), CO (MeOH). Solvent: N1=CC=CC=C1 (pyridine). Conditions: temperature 0 celsius, time 48 hour. Product: S(=O)(=O)(C1=CC=C(C)C=C1)C (Ts-Me). RXN SMILES: [C:1](NC1NC(=O)C2N=CN(C=2N=1)[C@@H]1O[C@H](CO)[C@@H](O)[C@H]1OC)(=O)C(C)C.[C:27]1([CH3:37])[CH:32]=[CH:31][C:30]([S:33](Cl)(=[O:35])=[O:34])=[CH:29][CH:28]=1.CO>N1C=CC=CC=1>[S:33]([CH3:1])([C:30]1[CH:31]=[CH:32][C:27]([CH3:37])=[CH:28][CH:29]=1)(=[O:35])=[O:34]. Procedure: (see FIG. 8B) N2-Isobutyryl-2′-O-methylguanosine (6) (Inoue et al., Nucleic Acids Res. 1987, 15, 6131-6148, and is incorporated by reference herin in its entirety) (1.6 g, 4.36 mmol) was dissolved in dry pyridine (25 mL) and the solution was cooled to 0° C. while protected from moisture. p-Toluenesulfonyl chloride (1.0 g, 5.23 mmol) was added and the reaction mixture was left at 0-3° C. for 48 h. MeOH (10 mL) was added and the mixture evaporated to a syrup. After standard work up and column chro... Starting materials: FC1(CCC(CC1)C1=C(C(=NC=2CC(CC(C12)OCC1=CC=C(C=C1)OC)(C)C)C1CCN(CC1)C1=NC=C(C=N1)CO)C(C1=CC=C(C=C1)C(F)(F)F)F)F (4-(4,4-Difluorocyclohexyl)-3-{fluoro[4-(trifluoromethyl)phenyl]methyl}-2-[1-[5-(hydroxymethyl)pyrimidin-2-yl]piperidin-4-yl]-5-[(4-methoxybenzyl)oxy]-7,7-dimethyl-5,6,7,8-tetrahydroquinoline), CO (methanol). The product is FC1(CCC(CC1)C1=C(C(=NC=2CC(CC(C12)OCC1=CC=C(C=C1)OC)(C)C)C1CCN(CC1)C1=NC=C(C=N1)COC)C(C1=CC=C(C=C1)C(F)(F)F)F)F (4-(4,4-Difluorocyclohexyl)-3-{fluoro[4-(trifluoromethyl)phenyl]methyl}-5-[(4-methoxybenzyl)oxy]-2-{1-[5-(methoxymethyl)pyrimidin-2-yl]piperidin-4-yl}-7,7-dimethyl-5,6,7,8-tetrahydroquinoline), foam. Yield: 66.0%. As a reaction SMILES: [F:1][C:2]1([F:56])[CH2:7][CH2:6][CH:5]([C:8]2[C:17]3[CH:16]([O:18][CH2:19][C:20]4[CH:25]=[CH:24][C:23]([O:26][CH3:27])=[CH:22][CH:21]=4)[CH2:15][C:14]([CH3:29])([CH3:28])[CH2:13][C:12]=3[N:11]=[C:10]([CH:30]3[CH2:35][CH2:34][N:33]([C:36]4[N:41]=[CH:40][C:39]([CH2:42][OH:43])=[CH:38][N:37]=4)[CH2:32][CH2:31]3)[C:9]=2[CH:44]([F:55])[C:45]2[CH:50]=[CH:49][C:48]([C:51]([F:54])([F:53])[F:52])=[CH:47][CH:46]=2)[CH2:4][CH2:3]1.[CH3:57]O>>[F:56][C:2]1([F:1])[CH2:7][CH2:6][CH:5]([C:8]2[C:17]3[CH:16]([O:18][CH2:19][C:20]4[CH:21]=[CH:22][C:23]([O:26][CH3:27])=[CH:24][CH:25]=4)[CH2:15][C:14]([CH3:28])([CH3:29])[CH2:13][C:12]=3[N:11]=[C:10]([CH:30]3[CH2:31][CH2:32][N:33]([C:36]4[N:41]=[CH:40][C:39]([CH2:42][O:43][CH3:57])=[CH:38][N:37]=4)[CH2:34][CH2:35]3)[C:9]=2[CH:44]([F:55])[C:45]2[CH:46]=[CH:47][C:48]([C:51]([F:53])([F:52])[F:54])=[CH:49][CH:50]=2)[CH2:4][CH2:3]1. Reported procedure: Reactions similar to those of Reference Example 21 were performed except for using methanol instead of ethanol, and from 72 mg (0.092 mmol) of 4-(4,4-Difluorocyclohexyl)-3-{fluoro[4-(trifluoromethyl)phenyl]methyl}-2-[1-[5-(hydroxymethyl)pyrimidin-2-yl]piperidin-4-yl]-5-[(4-methoxybenzyl)oxy]-7,7-dimethyl-5,6,7,8-tetrahydroquinoline, which was prepared by a method similar to that of Reference Example 17, 48 mg of the title compound was obtained as a foam (yield: 66%). Reactants: C(C)(C)(C)OC(=O)N1CC(NCC1)=O (3-oxopiperazine-1-carboxylic acid tert-butyl ester), Cl.O1CCOCC1 (HCl dioxane). Conditions: time 1 hour. The product is Cl.CN1C(CNCC1)=O (1-Methylpiperazin-2-one hydrochloride), product. The yield is 99.0%. As a reaction SMILES: C(OC([N:8]1[CH2:13][CH2:12][NH:11][C:10](=[O:14])[CH2:9]1)=O)(C)(C)C.[ClH:15].O1CCOC[CH2:17]1>>[ClH:15].[CH3:17][N:11]1[CH2:12][CH2:13][NH:8][CH2:9][C:10]1=[O:14] |f:1.2,3.4|. Procedure details: 4N HCl-dioxane (20 mL) was added to 3-oxopiperazine-1-carboxylic acid tert-butyl ester (2.06 g) obtained from Referential Example 90, followed by stirring at room temperature for 1 hour. The reaction solvent was removed under reduced pressure, to thereby give the title compound as an oily product (1.44 g, 99%). Reactants: CCOC(=O)c1nn(C)c2c1CCc1cnc(Nc3ccc(Br)cc3OC(F)(F)F)nc1-2, [Cl-], [NH4+], C1CCOC1. The product is Cn1nc(C(N)=O)c2c1-c1nc(Nc3ccc(Br)cc3OC(F)(F)F)ncc1CC2. RXN SMILES: [CH3:1][n:2]1[n:3][c:4]([C:28]([O:30][CH2:29][CH3:31])=[O:32])[c:5]2[c:14]1-[c:13]1[c:8]([cH:9][n:10][c:11]([NH:15][c:16]3[c:17]([O:23][C:24]([F:25])([F:26])[F:27])[cH:18][c:19]([Br:22])[cH:20][cH:21]3)[n:12]1)[CH2:7][CH2:6]2.[Cl-:33].[NH4+:34].[O:35]1[CH2:36][CH2:37][CH2:38][CH2:39]1>>[CH3:1][n:2]1[n:3][c:4]([C:28](=[O:30])[NH2:34])[c:5]2[c:14]1-[c:13]1[c:8]([cH:9][n:10][c:11]([NH:15][c:16]3[c:17]([O:23][C:24]([F:25])([F:26])[F:27])[cH:18][c:19]([Br:22])[cH:20][cH:21]3)[n:12]1)[CH2:7][CH2:6]2. The reactants are N1N=CC(=C1)C(=O)OCC (ethyl 4-pyrazole carboxylate), C([O-])([O-])=O.[K+].[K+] (potassium carbonate), BrCCCC1=CC=CC=C1 (1-bromo-3-phenylpropane). The solvent is CC(=O)C (acetone). The product is C1(=CC=CC=C1)CCCN1N=CC(=C1)C(=O)OCC (ethyl 1-(3-phenylpropyl)pyrazole-4-carboxylate). Reaction SMILES: [NH:1]1[CH:5]=[C:4]([C:6]([O:8][CH2:9][CH3:10])=[O:7])[CH:3]=[N:2]1.C(=O)([O-])[O-].[K+].[K+].Br[CH2:18][CH2:19][CH2:20][C:21]1[CH:26]=[CH:25][CH:24]=[CH:23][CH:22]=1>CC(C)=O>[C:21]1([CH2:20][CH2:19][CH2:18][N:1]2[CH:5]=[C:4]([C:6]([O:8][CH2:9][CH3:10])=[O:7])[CH:3]=[N:2]2)[CH:26]=[CH:25][CH:24]=[CH:23][CH:22]=1 |f:1.2.3|. Procedure details: To a solution of ethyl 4-pyrazole carboxylate (3.57 mmol) in acetone (30 ml) was added potassium carbonate (35.7 mmol) and 1-bromo-3-phenylpropane (3.57 mmol). The suspension was refluxed overnight, after which the solvent was removed under reduced pressure. The residue was partitioned between ethyl acetate and water, the organic layer dried over magnesium sulfate, filtered, and the filtrate evaporated under reduced pressure to give an oil, which was purified by preparative TLC, to give ethyl 1-... The reactants are C=1(C(O)=CC=C(C=CC)C1)OC (isoeugenol), C(C)(=O)OC(C)=O (acetic anhydride), C(C)(=O)[O-].[Na+] (sodium acetate), C(C)(=O)[O-].[Na+] (sodium acetate), S([O-])(O)=O.[Na+] (sodium bisulfite). The solvent is C(C)(=O)O (acetic acid), C1(=CC=CC=C1)C (toluene). Conditions: temperature 20 celsius. Yields the product CC(=O)CC1=CC(OC)=C(O)C=C1 (methylvanillyl ketone). The yield is 85.3%. As a reaction SMILES: [C:1]1([O:11][CH3:12])[C:2](=[CH:4][CH:5]=[C:6]([CH:10]=1)[CH:7]=[CH:8][CH3:9])[OH:3].C(OC(=O)C)(=[O:15])C.C([O-])(=O)C.[Na+].S(=O)(O)[O-].[Na+]>C(O)(=O)C.C1(C)C=CC=CC=1>[CH3:9][C:8]([CH2:7][C:6]1[CH:5]=[CH:4][C:2]([OH:3])=[C:1]([O:11][CH3:12])[CH:10]=1)=[O:15] |f:2.3,4.5|. Reported procedure: A mixture of isoeugenol (8.21 g., 50 mm.), acetic anhydride (5.62 g., 55 mm.) and anhydrous sodium acetate (0.41 g., 5 mm.) is heated at 100° C.-105° C. under nitrogen atmosphere for 2.5 hours. The reaction mixture is cooled and diluted with 65 ml. of toluene before a solution (11 ml.) of 38.6% peracetic and 0.85 g. of sodium acetate in acetic acid is added slowly. After heating at 50° C.-60° C. for 2-3 hours, the reaction mixture is cooled to 20° C. and treated with aqueous sodium bisulfite (2....